Dataset: the Open Reaction Database (ORD), a public repository of structured organic reaction records. Task: describe an organic reaction: reactants, conditions, products, and yield Reactants: CCOC(=O)c1cccc(Br)n1, O=C([O-])[O-], CCO, OB(O)c1ccccc1-c1cc(Cl)ccc1OCc1ccccc1, [K+], [K+], Cc1ccccc1, c1ccc(P(c2ccccc2)(c2ccccc2)[Pd](P(c2ccccc2)(c2ccccc2)c2ccccc2)(P(c2ccccc2)(c2ccccc2)c2ccccc2)P(c2ccccc2)(c2ccccc2)c2ccccc2)cc1. The product is CCOC(=O)c1cccc(-c2ccccc2-c2cc(Cl)ccc2OCc2ccccc2)n1. As a reaction SMILES: [Br:25][c:26]1[cH:27][cH:28][cH:29][c:30]([C:32](=[O:33])[O:34][CH2:35][CH3:36])[n:31]1.[C:37](=[O:38])([O-:39])[O-:40].[CH2:120]([OH:121])[CH3:122].[Cl:1][c:2]1[cH:3][cH:4][c:5]([O:17][CH2:18][c:19]2[cH:20][cH:21][cH:22][cH:23][cH:24]2)[c:6](-[c:8]2[c:9]([B:14]([OH:15])[OH:16])[cH:10][cH:11][cH:12][cH:13]2)[cH:7]1.[K+:41].[K+:42].[c:123]1([CH3:124])[cH:125][cH:126][cH:127][cH:128][cH:129]1.[cH:43]1[cH:44][cH:45][c:46]([P:47]([Pd:48]([P:49]([c:50]2[cH:51][cH:52][cH:53][cH:54][cH:55]2)([c:56]2[cH:57][cH:58][cH:59][cH:60][cH:61]2)[c:62]2[cH:63][cH:64][cH:65][cH:66][cH:67]2)([P:68]([c:69]2[cH:70][cH:71][cH:72][cH:73][cH:74]2)([c:75]2[cH:76][cH:77][cH:78][cH:79][cH:80]2)[c:81]2[cH:82][cH:83][cH:84][cH:85][cH:86]2)[P:87]([c:88]2[cH:89][cH:90][cH:91][cH:92][cH:93]2)([c:94]2[cH:95][cH:96][cH:97][cH:98][cH:99]2)[c:100]2[cH:101][cH:102][cH:103][cH:104][cH:105]2)([c:106]2[cH:107][cH:108][cH:109][cH:110][cH:111]2)[c:112]2[cH:113][cH:114][cH:115][cH:116][cH:117]2)[cH:118][cH:119]1>>[Cl:1][c:2]1[cH:3][cH:4][c:5]([O:17][CH2:18][c:19]2[cH:20][cH:21][cH:22][cH:23][cH:24]2)[c:6](-[c:8]2[c:9](-[c:26]3[cH:27][cH:28][cH:29][c:30]([C:32](=[O:33])[O:34][CH2:35][CH3:36])[n:31]3)[cH:10][cH:11][cH:12][cH:13]2)[cH:7]1. The reactants are CS(=O)(=O)Cl, CC(C)C(C)(c1ccc(-c2noc(CO)n2)cc1)c1ccc(OCc2ccccn2)cn1, CCN(C(C)C)C(C)C, ClCCl, O. Product: CC(C)C(C)(c1ccc(-c2noc(COS(C)(=O)=O)n2)cc1)c1ccc(OCc2ccccn2)cn1. Reaction SMILES: [CH3:1][S:2]([Cl:3])(=[O:4])=[O:5].[CH3:6][C:7]([CH:8]([CH3:9])[CH3:10])([c:11]1[n:12][cH:13][c:14]([O:17][CH2:18][c:19]2[n:20][cH:21][cH:22][cH:23][cH:24]2)[cH:15][cH:16]1)[c:25]1[cH:26][cH:27][c:28](-[c:31]2[n:32][o:33][c:34]([CH2:36][OH:37])[n:35]2)[cH:29][cH:30]1.[CH:38]([N:39]([CH2:40][CH3:41])[CH:42]([CH3:43])[CH3:44])([CH3:45])[CH3:46].[Cl:48][CH2:49][Cl:50].[OH2:47]>>[CH3:1][S:2](=[O:4])(=[O:5])[O:37][CH2:36][c:34]1[o:33][n:32][c:31](-[c:28]2[cH:27][cH:26][c:25]([C:7]([CH3:6])([CH:8]([CH3:9])[CH3:10])[c:11]3[n:12][cH:13][c:14]([O:17][CH2:18][c:19]4[n:20][cH:21][cH:22][cH:23][cH:24]4)[cH:15][cH:16]3)[cH:30][cH:29]2)[n:35]1. Reactants: CC(=O)OC(C)=O, COC(=O)CNC1c2ccccc2CC1(C)C, O=CO. Product: COC(=O)CN(C=O)C1c2ccccc2CC1(C)C. RXN SMILES: [CH3:18][C:19](=[O:20])[O:21][C:22](=[O:23])[CH3:24].[CH3:1][O:2][C:3]([CH2:4][NH:5][CH:6]1[C:7]([CH3:15])([CH3:16])[CH2:8][c:9]2[cH:10][cH:11][cH:12][cH:13][c:14]21)=[O:17].[CH:25]([OH:26])=[O:27]>>[CH3:1][O:2][C:3]([CH2:4][N:5]([CH:6]1[C:7]([CH3:15])([CH3:16])[CH2:8][c:9]2[cH:10][cH:11][cH:12][cH:13][c:14]21)[CH:19]=[O:20])=[O:17].